The task is: describe an organic reaction: reactants, conditions, products, and yield. This data is from the Open Reaction Database (ORD), a public repository of structured organic reaction records. Reactants: [NH4+].[Cl-] (NH4Cl), CON(C(\C=C(/C)\C1=CC=C(C=C1)OCCCC(F)(F)F)=O)C ((E)-N-Methoxy-N-methyl-3-(4-(4,4,4-trifluorobutoxy)phenyl)but-2-enamide), C1(=CC=C(C=C1)[Mg]Br)C (p-tolylmagnesium bromide), CCOCC (ether). Solvent: O (water), C1CCOC1 (THF). Run at temperature -78 celsius, time 40 minute. Product: C1(=CC=C(C=C1)C(\C=C(/C)\C1=CC=C(C=C1)OCCCC(F)(F)F)=O)C ((E)-1-p-Tolyl-3-(4-(4,4,4-trifluorobutoxy)phenyl)but-2-en-1-one). Yield: 76.0%. RXN SMILES: CON(C)[C:4](=[O:22])/[CH:5]=[C:6](/[C:8]1[CH:13]=[CH:12][C:11]([O:14][CH2:15][CH2:16][CH2:17][C:18]([F:21])([F:20])[F:19])=[CH:10][CH:9]=1)\[CH3:7].[C:24]1([CH3:32])[CH:29]=[CH:28][C:27]([Mg]Br)=[CH:26][CH:25]=1.CCOCC.[NH4+].[Cl-]>C1COCC1.O>[C:24]1([CH3:32])[CH:29]=[CH:28][C:27]([C:4](=[O:22])/[CH:5]=[C:6](/[C:8]2[CH:9]=[CH:10][C:11]([O:14][CH2:15][CH2:16][CH2:17][C:18]([F:19])([F:20])[F:21])=[CH:12][CH:13]=2)\[CH3:7])=[CH:26][CH:25]=1 |f:3.4|. Procedure: To a solution of Intermediate 11C (1.62 g, 4.89 mmol) in anhydrous THF (25 mL) at −78° C. was added dropwise 0.5 M p-tolylmagnesium bromide in ether (25 mL, 12.5 mmol). The reaction was stirred at −78° C. for 40 min, then gradually warmed to rt. The reaction was poured into 1:1 sat'd aq NH4Cl and water (60 mL). The mixture was extracted with EtOAc. The organic layer was washed with sat'd aq NaCl, dried over MgSO4, filtered and concentrated. The residue was purified by silica gel chromatography (... RXN SMILES: [C:1]([CH3:2])([CH3:3])([CH3:4])[O:5][C:6](=[O:7])[c:8]1[s:9][c:10]([CH2:13][CH2:14][CH2:15][N:16]([S:17](=[O:18])(=[O:19])[c:20]2[cH:21][n:22][cH:23][cH:24][cH:25]2)[CH2:26][CH2:27][S:28][CH2:29][c:30]2[cH:31][cH:32][cH:33][cH:34][cH:35]2)[cH:11][cH:12]1.[Cl:43][CH2:44][Cl:45].[F:36][C:37]([F:38])([F:39])[C:40]([OH:41])=[O:42]>>[O:5]=[C:6]([OH:7])[c:8]1[s:9][c:10]([CH2:13][CH2:14][CH2:15][N:16]([S:17](=[O:18])(=[O:19])[c:20]2[cH:21][n:22][cH:23][cH:24][cH:25]2)[CH2:26][CH2:27][S:28][CH2:29][c:30]2[cH:31][cH:32][cH:33][cH:34][cH:35]2)[cH:11][cH:12]1. Yields the product O=C(O)c1ccc(CCCN(CCSCc2ccccc2)S(=O)(=O)c2cccnc2)s1. Reactants: CC(C)(C)OC(=O)c1ccc(CCCN(CCSCc2ccccc2)S(=O)(=O)c2cccnc2)s1, ClCCl, O=C(O)C(F)(F)F. Starting materials: C(C(=C)C)(=O)OCC1CO1 (glycidyl methacrylate), S(O)(O)(=O)=O (sulfuric acid), [OH-].[Na+] (sodium hydroxide). Run in O (water). The product is C(C(=C)C)(=O)OCC(O)CO (glyceryl methacrylate). Yield: 2.2%. As a reaction SMILES: [C:1]([O:6][CH2:7][CH:8]1[O:10][CH2:9]1)(=[O:5])[C:2]([CH3:4])=[CH2:3].S(=O)(=O)(O)[OH:12].[OH-].[Na+]>O>[C:1]([O:6][CH2:7][CH:8]([CH2:9][OH:12])[OH:10])(=[O:5])[C:2]([CH3:4])=[CH2:3] |f:2.3|. Procedure: Two hundred grams (1.406 mole) of glycidyl methacrylate, 300 ml of water and 0.5 ml of concentrated sulfuric acid are stirred for 5 days at 24-29° C. A clear solution forms having a pH of 2.0 which is neutralized with 10% sodium hydroxide. The solution is extracted with six 100 ml portions of ethyl ether. The aqueous layer is stirred and saturated with sodium sulfate which is then extracted with six 100 ml portions of methylene chloride. The methylene chloride extracts are concentrated under red...